Dataset: the Open Reaction Database (ORD), a public repository of structured organic reaction records. Task: describe an organic reaction: reactants, conditions, products, and yield Starting materials: C(#N)C=1C(=NC(=NC1N(C)CC(C)(C)C)S(=O)C)NC=1C=C(C(=O)NOC)C=CC1C (3-{5-Cyano-6-[(2,2-dimethyl-propyl)-methyl-amino]-2-methanesulfinyl-pyrimidin-4-ylamino}-N-methoxy-4-methyl-benzamide), CN (methylamine). Yields the product C(#N)C=1C(=NC(=NC1N(C)CC(C)(C)C)NC)NC=1C=C(C(=O)NOC)C=CC1C (3-{5-Cyano-6-[(2,2-dimethyl-propyl)-methyl-amino]-2-methylamino-pyrimidin-4-ylamino}-N-methoxy-4-methyl-benzamide). RXN SMILES: [C:1]([C:3]1[C:4]([NH:19][C:20]2[CH:21]=[C:22]([CH:28]=[CH:29][C:30]=2[CH3:31])[C:23]([NH:25][O:26][CH3:27])=[O:24])=[N:5][C:6](S(C)=O)=[N:7][C:8]=1[N:9]([CH2:11][C:12]([CH3:15])([CH3:14])[CH3:13])[CH3:10])#[N:2].[CH3:32][NH2:33]>>[C:1]([C:3]1[C:4]([NH:19][C:20]2[CH:21]=[C:22]([CH:28]=[CH:29][C:30]=2[CH3:31])[C:23]([NH:25][O:26][CH3:27])=[O:24])=[N:5][C:6]([NH:33][CH3:32])=[N:7][C:8]=1[N:9]([CH2:11][C:12]([CH3:15])([CH3:14])[CH3:13])[CH3:10])#[N:2]. Reported procedure: 3-{5-Cyano-6-[(2,2-dimethyl-propyl)-methyl-amino]-2-methanesulfinyl-pyrimidin-4-ylamino}-N-methoxy-4-methyl-benzamide (33 mg) and methylamine (2.5 mL, 2 M in THF) were heated in a sealed tube at 75° C. for overnight. After the solvent was removed in vacuo, the residue was purified by silica gel column chromatography to afford the product (7.3 mg). MS (m/z): 412 (M+H). The reactants are COC(=O)C1=CSC(=C1)Br (5-Bromo-thiophene-3-carboxylic acid methyl ester), C(CCC)[Sn](C=1OC=CN1)(CCCC)CCCC (2-tributylstannyl oxazole). Reagents/catalysts: C1(=CC=CC=C1)P(C1=CC=CC=C1)C1=CC=CC=C1.C1(=CC=CC=C1)P(C1=CC=CC=C1)C1=CC=CC=C1.C1(=CC=CC=C1)P(C1=CC=CC=C1)C1=CC=CC=C1.C1(=CC=CC=C1)P(C1=CC=CC=C1)C1=CC=CC=C1.[Pd] (palladium tetrakis(triphenylphosphine)). Run in C1(=CC=CC=C1)C (toluene). Conditions: temperature 100 celsius. Yields the product COC(=O)C1=CSC(=C1)C=1OC=CN1 (5-Oxazol-2-yl-thiophene-3-carboxylic acid methyl ester). Isolated yield 37.2%. RXN SMILES: [CH3:1][O:2][C:3]([C:5]1[CH:9]=[C:8](Br)[S:7][CH:6]=1)=[O:4].C([Sn](CCCC)(CCCC)[C:16]1[O:17][CH:18]=[CH:19][N:20]=1)CCC>C1(C)C=CC=CC=1.C1(P(C2C=CC=CC=2)C2C=CC=CC=2)C=CC=CC=1.C1(P(C2C=CC=CC=2)C2C=CC=CC=2)C=CC=CC=1.C1(P(C2C=CC=CC=2)C2C=CC=CC=2)C=CC=CC=1.C1(P(C2C=CC=CC=2)C2C=CC=CC=2)C=CC=CC=1.[Pd]>[CH3:1][O:2][C:3]([C:5]1[CH:9]=[C:8]([C:16]2[O:17][CH:18]=[CH:19][N:20]=2)[S:7][CH:6]=1)=[O:4] |f:3.4.5.6.7|. Procedure details: 5-Bromo-thiophene-3-carboxylic acid methyl ester (0.3 g, 1.35 mmol) was dissolved in toluene (5 mL), 2-tributylstannyl oxazole (0.311 mL, 1.48 mmol) was added then the reaction mixture was purged with nitrogen before addition of palladium tetrakis(triphenylphosphine) (0.14 g, 0.12 mmol). The reaction mixture was heated at 100° C. over the weekend. The mixture was filtered then evaporated and the residue was purified by chromatography on a silica II cartridge, eluting with 10-20% DCM in pentane t... Starting materials: C1(CCCCC1)N=C=NC1CCCCC1 (N,N'-dicyclohexyl-carbodiimide), C(CCCCCCC)C=1C=NC(=NC1)C1=CC=C(C(=O)O)C=C1 (4-(5-octyl-pyrimidin-2-yl)-benzoic acid), C1(CCCC1)CCCCCCO (cyclopentane-hexanol). The reagents and catalysts are CN(C1=CC=NC=C1)C (4-dimethylaminopyridine). Solvent: ClCCl (dichloromethane), ClCCl (dichloromethane). Run at temperature 0 celsius, time 1 hour. The product is C(CCCCCCC)C=1C=NC(=NC1)C1=CC=C(C(=O)OCCCCCCC2CCCC2)C=C1 (6-cyclopentyl-hexyl 4-(5-octyl-pyrimidin-2-yl)-benzoate). RXN SMILES: C1(N=C=NC2CCCCC2)CCCCC1.[CH2:16]([C:24]1[CH:25]=[N:26][C:27]([C:30]2[CH:38]=[CH:37][C:33]([C:34]([OH:36])=[O:35])=[CH:32][CH:31]=2)=[N:28][CH:29]=1)[CH2:17][CH2:18][CH2:19][CH2:20][CH2:21][CH2:22][CH3:23].[CH:39]1([CH2:44][CH2:45][CH2:46][CH2:47][CH2:48][CH2:49]O)[CH2:43][CH2:42][CH2:41][CH2:40]1>ClCCl.CN(C)C1C=CN=CC=1>[CH2:16]([C:24]1[CH:29]=[N:28][C:27]([C:30]2[CH:38]=[CH:37][C:33]([C:34]([O:36][CH2:49][CH2:48][CH2:47][CH2:46][CH2:45][CH2:44][CH:39]3[CH2:43][CH2:42][CH2:41][CH2:40]3)=[O:35])=[CH:32][CH:31]=2)=[N:26][CH:25]=1)[CH2:17][CH2:18][CH2:19][CH2:20][CH2:21][CH2:22][CH3:23]. Procedure: A solution of 0.3 g of N,N'-dicyclohexyl-carbodiimide in 6 ml of dichloromethane is added dropwise at 0° C. within 15 minutes to a solution of 0.201 g of 4-(5-octyl-pyrimidin-2-yl)-benzoic acid, 0.116 g of cyclopentane-hexanol and 0.02 g of 4-dimethylaminopyridine in 10 ml of dichloromethane. The suspension is stirred at 0° C. for a further 1 hour, filtered and concentrated. The residue is chromatographed on 10 g of silica gel with hexane/ethyl acetate 19:1 (v/v). Recrystallization of the produc...